Dataset: the Open Reaction Database (ORD), a public repository of structured organic reaction records. Task: describe an organic reaction: reactants, conditions, products, and yield The reactants are [Br-], CCOC(=O)c1cc(OCc2ccccc2)c2ccc(C#N)cc2c1, C1CCOC1, CO, CCO, Cl, [K+], [Li+], [OH-], O, O. Yields the product N#Cc1ccc2c(OCc3ccccc3)cc(C(=O)O)cc2c1. As a reaction SMILES: [Br-:30].[CH2:1]([c:2]1[cH:3][cH:4][cH:5][cH:6][cH:7]1)[O:8][c:9]1[cH:10][c:11]([C:21](=[O:22])[O:23][CH2:24][CH3:25])[cH:12][c:13]2[cH:14][c:15]([C:19]#[N:20])[cH:16][cH:17][c:18]12.[CH2:32]1[O:33][CH2:34][CH2:35][CH2:36]1.[CH3:37][OH:38].[CH3:40][CH2:41][OH:42].[ClH:29].[K+:31].[Li+:27].[OH-:26].[OH2:28].[OH2:39]>>[CH2:1]([c:2]1[cH:3][cH:4][cH:5][cH:6][cH:7]1)[O:8][c:9]1[cH:10][c:11]([C:21](=[O:22])[OH:23])[cH:12][c:13]2[cH:14][c:15]([C:19]#[N:20])[cH:16][cH:17][c:18]12. Product: C(C)(C)C(C=O)CCC(C)C (2-isopropyl-5-methylhexanal). Run in C(C)O (ethanol). Procedure: To 10 g 2-isopropyl-5-methyl-2-hexenal synthesized above were added 70 ml ethanol, 1 ml saturated NaHCO3 solution and 0.25 g 10% Pd on carbon. N2 was introduced, follwed by H2, and the apparatus was connected with a graduated titration tube filled with H2. The reaction was allowed to continue with stirring at room temperature and atmosphere pressure until the absorption of H2 reached calculation value. The reaction mixture was filtered and the filtrate was used in the next step. Reaction SMILES: [CH:1]([C:4](=[CH:7][CH2:8][CH:9]([CH3:11])[CH3:10])[CH:5]=[O:6])([CH3:3])[CH3:2].C([O-])(O)=O.[Na+].N#N>[Pd].C(O)C>[CH:1]([CH:4]([CH2:7][CH2:8][CH:9]([CH3:11])[CH3:10])[CH:5]=[O:6])([CH3:3])[CH3:2] |f:1.2|. Starting materials: C(C)(C)C(C=O)=CCC(C)C (2-isopropyl-5-methyl-2-hexenal), C(=O)(O)[O-].[Na+] (NaHCO3), N#N (N2). The reagents and catalysts are [Pd] (Pd on carbon).